From a dataset of the Open Reaction Database (ORD), a public repository of structured organic reaction records. describe an organic reaction: reactants, conditions, products, and yield The reactants are C(C)(C)(C)OC(=O)N[C@H]1C[C@H](CC1)C(=O)O ((1S,3R)-3-tert-butoxycarbonylamino-cyclopentanecarboxylic acid), NC1=NC2=CC=CC=C2C=C1 (2-aminoquinoline), CCN=C=NCCCN(C)C (EDAC), C=1C=CC2=C(C1)N=NN2O (HOBT), C(C)(C)N(CC)C(C)C (diisopropylethylamine). Run in C(C)(=O)OCC (ethyl acetate), CN(C)C=O (DMF). Conditions: time 8 hour. Yields the product C(C)(C)(C)OC(N[C@@H]1C[C@@H](CC1)C(NC1=NC2=CC=CC=C2C=C1)=O)=O ((1S,3R)-[3-(quinolin-2-ylcarbamoyl)-cyclopentyl]-carbamic acid tert-butyl ester). RXN SMILES: [C:1]([O:5][C:6]([NH:8][C@@H:9]1[CH2:13][CH2:12][C@H:11]([C:14]([OH:16])=O)[CH2:10]1)=[O:7])([CH3:4])([CH3:3])[CH3:2].[NH2:17][C:18]1[CH:27]=[CH:26][C:25]2[C:20](=[CH:21][CH:22]=[CH:23][CH:24]=2)[N:19]=1.CCN=C=NCCCN(C)C.C1C=CC2N(O)N=NC=2C=1.C(N(C(C)C)CC)(C)C>CN(C=O)C.C(OCC)(=O)C>[C:1]([O:5][C:6](=[O:7])[NH:8][C@H:9]1[CH2:13][CH2:12][C@@H:11]([C:14](=[O:16])[NH:17][C:18]2[CH:27]=[CH:26][C:25]3[C:20](=[CH:21][CH:22]=[CH:23][CH:24]=3)[N:19]=2)[CH2:10]1)([CH3:2])([CH3:3])[CH3:4]. Procedure details: To a solution of Example 191A (91.6 mg, 0.4 mmol) in DMF (4 ml) was added 2-aminoquinoline (64 mg, 0.44 mmol), EDAC (93 mg, 0.48 mmol), HOBT (82 mg, 0.6 mmol), and diisopropylethylamine (0.35 ml, 2 mmol). The mixture was stirred at room temperature overnight, diluted with ethyl acetate, washed with water (2 times) and brine. The organic layer was dried (sodium sulfate), filtered, concentrated under reduced pressure and purified by flash chromatography with 3% methanol/dichloromethane to provide ... Starting materials: O=C1CCC(=O)N1Br, ClC(Cl)(Cl)Cl, Cc1c(Cl)c(Cl)c(SC(F)(F)F)c(Cl)c1Cl. Yields the product FC(F)(F)Sc1c(Cl)c(Cl)c(CBr)c(Cl)c1Cl. RXN SMILES: [Br:17][N:18]1[C:19](=[O:20])[CH2:21][CH2:22][C:23]1=[O:24].[C:25]([Cl:26])([Cl:27])([Cl:28])[Cl:29].[Cl:1][c:2]1[c:3]([CH3:16])[c:4]([Cl:15])[c:5]([Cl:14])[c:6]([S:9][C:10]([F:11])([F:12])[F:13])[c:7]1[Cl:8]>>[Cl:1][c:2]1[c:3]([CH2:16][Br:17])[c:4]([Cl:15])[c:5]([Cl:14])[c:6]([S:9][C:10]([F:11])([F:12])[F:13])[c:7]1[Cl:8]. The reactants are C(C)(C)C1=CC(OC2=CC(=C(C=C12)\C(=C/C=C/C(=C/C(=O)OCC)/C)\C)OC)(C)C (ethyl 7-(4-isopropyl-7-methoxy-2,2-dimethyl-2H-chromen-6-yl)-3-methyl-octa-2E,4E,6Z-trienoate), C(C)(C)C1=CC(OC2=CC(=C(C=C12)\C(=C/C=C/C(=C/C(=O)OCC)/C)\C)OC)(C)C (ethyl 7-(4-isopropyl-7-methoxy-2,2-dimethyl-2H-chromen-6-yl)-3-methyl-octa-2E,4E,6Z-trienoate), [OH-].[Na+] (NaOH). The product is C(C)(C)C1=CC(OC2=CC(=C(C=C12)\C(=C/C=C/C(=C/C(=O)O)/C)\C)OC)(C)C (7-(4-Isopropyl-7-methoxy-2,2-dimethyl-2H-chromen-6-yl)-3-methyl-octa-2E,4E,6Z-trienoic acid). As a reaction SMILES: [CH:1]([C:4]1[C:13]2[C:8](=[CH:9][C:10]([O:27][CH3:28])=[C:11](/[C:14](/[CH3:26])=[CH:15]\[CH:16]=[CH:17]\[C:18](\[CH3:25])=[CH:19]\[C:20]([O:22]CC)=[O:21])[CH:12]=2)[O:7][C:6]([CH3:30])([CH3:29])[CH:5]=1)([CH3:3])[CH3:2].[OH-].[Na+]>>[CH:1]([C:4]1[C:13]2[C:8](=[CH:9][C:10]([O:27][CH3:28])=[C:11](/[C:14](/[CH3:26])=[CH:15]\[CH:16]=[CH:17]\[C:18](\[CH3:25])=[CH:19]\[C:20]([OH:22])=[O:21])[CH:12]=2)[O:7][C:6]([CH3:30])([CH3:29])[CH:5]=1)([CH3:3])[CH3:2] |f:1.2|. Procedure details: Following General Procedure G, ethyl 7-(4-isopropyl-7-methoxy-2,2-dimethyl-2H-chromen-6-yl)-3-methyl-octa-2E,4E,6Z-trienoate (Compound 33, 60 mg, 0.15 mmol) was hydrolyzed with 1 M NaOH. Purification by column chromatography (silica gel, 30% ethyl acetate in hexanes) followed by recrystallization from acetonitrile yielded the title compound as a yellow solid. The reactants are Cc1ccccc1, CCOC(C)=O, CC1CN(c2nnc(Cl)c3ccncc23)CCN1, OB(O)c1ccc(C(F)(F)F)cc1, [Na+], [Na+], O=C([O-])[O-], c1ccc(P(c2ccccc2)(c2ccccc2)[Pd](P(c2ccccc2)(c2ccccc2)c2ccccc2)(P(c2ccccc2)(c2ccccc2)c2ccccc2)P(c2ccccc2)(c2ccccc2)c2ccccc2)cc1. The product is CC1CN(c2nnc(-c3ccc(C(F)(F)F)cc3)c3ccncc23)CCN1. Reaction SMILES: [CH3:38][c:39]1[cH:40][cH:41][cH:42][cH:43][cH:44]1.[CH3:45][CH2:46][O:47][C:48](=[O:49])[CH3:50].[Cl:1][c:2]1[c:3]2[c:4]([c:5]([N:8]3[CH2:9][CH:10]([CH3:14])[NH:11][CH2:12][CH2:13]3)[n:6][n:7]1)[cH:15][n:16][cH:17][cH:18]2.[F:19][C:20]([c:21]1[cH:22][cH:23][c:24]([B:27]([OH:28])[OH:29])[cH:25][cH:26]1)([F:30])[F:31].[Na+:32].[Na+:33].[O-:34][C:35](=[O:36])[O-:37].[cH:51]1[cH:52][cH:53][c:54]([P:55]([Pd:56]([P:57]([c:58]2[cH:59][cH:60][cH:61][cH:62][cH:63]2)([c:64]2[cH:65][cH:66][cH:67][cH:68][cH:69]2)[c:70]2[cH:71][cH:72][cH:73][cH:74][cH:75]2)([P:76]([c:77]2[cH:78][cH:79][cH:80][cH:81][cH:82]2)([c:83]2[cH:84][cH:85][cH:86][cH:87][cH:88]2)[c:89]2[cH:90][cH:91][cH:92][cH:93][cH:94]2)[P:95]([c:96]2[cH:97][cH:98][cH:99][cH:100][cH:101]2)([c:102]2[cH:103][cH:104][cH:105][cH:106][cH:107]2)[c:108]2[cH:109][cH:110][cH:111][cH:112][cH:113]2)([c:114]2[cH:115][cH:116][cH:117][cH:118][cH:119]2)[c:120]2[cH:121][cH:122][cH:123][cH:124][cH:125]2)[cH:126][cH:127]1>>[c:2]1(-[c:24]2[cH:23][cH:22][c:21]([C:20]([F:19])([F:30])[F:31])[cH:26][cH:25]2)[c:3]2[c:4]([c:5]([N:8]3[CH2:9][CH:10]([CH3:14])[NH:11][CH2:12][CH2:13]3)[n:6][n:7]1)[cH:15][n:16][cH:17][cH:18]2. Starting materials: C(C1=CC=CC=C1)OC(=O)[C@@H]1N(CCC1)C(CCC1=NC(=CC=C1)CCC(=O)N1[C@H](CCC1)C(=O)OCC1=CC=CC=C1)=O ((R)-1-[3-[6[3-[(R)-2-benzyloxycarbonyl-pyrrolidin-1-yl]-3-oxo-propyl]-pyridin-2-yl]-propionyl]-pyrrolidine-2-carboxylic acid benzyl ester). Reagents/catalysts: [Pd] (Pd on carbon). Solvent: C(C)O (ethanol). Yields the product C(=O)(O)[C@@H]1N(CCC1)C(CCC1=CC=CC(=N1)CCC(=O)N1[C@H](CCC1)C(=O)O)=O ((R)-1-[3-[6-[3-[(R)-2-carboxy-pyrrolidin-1-yl]-3-oxo-propyl]-pyridin-2-yl]propionyl]-pyrrolidine-2-carboxylic acid). Isolated yield 90.9%. As a reaction SMILES: C([O:8][C:9]([C@H:11]1[CH2:15][CH2:14][CH2:13][N:12]1[C:16](=[O:44])[CH2:17][CH2:18][C:19]1[CH:24]=[CH:23][CH:22]=[C:21]([CH2:25][CH2:26][C:27]([N:29]2[CH2:33][CH2:32][CH2:31][C@@H:30]2[C:34]([O:36]CC2C=CC=CC=2)=[O:35])=[O:28])[N:20]=1)=[O:10])C1C=CC=CC=1>C(O)C.[Pd]>[C:9]([C@H:11]1[CH2:15][CH2:14][CH2:13][N:12]1[C:16](=[O:44])[CH2:17][CH2:18][C:19]1[N:20]=[C:21]([CH2:25][CH2:26][C:27]([N:29]2[CH2:33][CH2:32][CH2:31][C@@H:30]2[C:34]([OH:36])=[O:35])=[O:28])[CH:22]=[CH:23][CH:24]=1)([OH:10])=[O:8]. Reported procedure: 0.17 g (0.29 mmol) (R)-1-[3-[6[3-[(R)-2-benzyloxycarbonyl-pyrrolidin-1-yl]-3-oxo-propyl]-pyridin-2-yl]-propionyl]-pyrrolidine-2-carboxylic acid benzyl ester in 100 ml ethanol were hydrogenated in the presence of 35 mg 5% Pd on carbon. Filtration and evaporation of the solvent yielded 0.11 g (92%) (R)-1-[3-[6-[3-[(R)-2-carboxy-pyrrolidin-1-yl]-3-oxo-propyl]-pyridin-2-yl]propionyl]-pyrrolidine-2-carboxylic acid as colorless oil. The product is NC(=O)c1cc(Cl)c(Cl)c(Cl)n1. As a reaction SMILES: [CH3:16][OH:17].[Cl:1][c:2]1[cH:3][c:4]([C:10]([O:12][CH3:11])=[O:13])[n:5][c:6]([Cl:9])[c:7]1[Cl:8].[NH4+:14].[OH-:15]>>[Cl:1][c:2]1[cH:3][c:4]([C:10](=[O:12])[NH2:14])[n:5][c:6]([Cl:9])[c:7]1[Cl:8]. The reactants are CO, COC(=O)c1cc(Cl)c(Cl)c(Cl)n1, [NH4+], [OH-].